This data is from the Open Reaction Database (ORD), a public repository of structured organic reaction records. The task is: describe an organic reaction: reactants, conditions, products, and yield The reactants are C1(CCCCC1)NC=1N(N=C2C=CC=CC12)C1=CC=CC=C1 (cyclohexyl-(2-phenyl-2H-indazol-3-yl)-amine), FC1=C(C=CC=C1)N=C=O (1-fluoro-2-isocyanato-benzene). Solvent: C1(=CC=CC=C1)C (toluene). Yields the product C1(CCCCC1)N(C(=O)NC1=C(C=CC=C1)F)C=1N(N=C2C=CC=CC12)C1=CC=CC=C1 (1-Cyclohexyl-3-(2-fluoro-phenyl)-1-(2-phenyl-2H-indazol-3-yl)-urea). RXN SMILES: [CH:1]1([NH:7][C:8]2[N:9]([C:17]3[CH:22]=[CH:21][CH:20]=[CH:19][CH:18]=3)[N:10]=[C:11]3[C:16]=2[CH:15]=[CH:14][CH:13]=[CH:12]3)[CH2:6][CH2:5][CH2:4][CH2:3][CH2:2]1.[F:23][C:24]1[CH:29]=[CH:28][CH:27]=[CH:26][C:25]=1[N:30]=[C:31]=[O:32]>C1(C)C=CC=CC=1>[CH:1]1([N:7]([C:8]2[N:9]([C:17]3[CH:18]=[CH:19][CH:20]=[CH:21][CH:22]=3)[N:10]=[C:11]3[C:16]=2[CH:15]=[CH:14][CH:13]=[CH:12]3)[C:31]([NH:30][C:25]2[CH:26]=[CH:27][CH:28]=[CH:29][C:24]=2[F:23])=[O:32])[CH2:6][CH2:5][CH2:4][CH2:3][CH2:2]1. Reported procedure: In analogy to the procedure described in example 1.2, cyclohexyl-(2-phenyl-2H-indazol-3-yl)-amine (example 1.1) was reacted with 1-fluoro-2-isocyanato-benzene ([16744-98-2]) in toluene for 48 h under reflux conditions to give the title compound as colorless oil. MS: m/e=429.5 [M+H+].